From a dataset of the Open Reaction Database (ORD), a public repository of structured organic reaction records. describe an organic reaction: reactants, conditions, products, and yield Starting materials: BrCc1ccccc1, CCC(CC)n1c(=O)[nH]c2c(C)nc3c(-c4c(C)cc(C)cc4C)c(C)nn3c21, CN(C)C=O, [H-], [Na+], O. The product is CCC(CC)n1c(=O)n(Cc2ccccc2)c2c(C)nc3c(-c4c(C)cc(C)cc4C)c(C)nn3c21. Reaction SMILES: [Br:32][CH2:33][c:34]1[cH:35][cH:36][cH:37][cH:38][cH:39]1.[CH2:3]([CH3:4])[CH:5]([CH2:6][CH3:7])[n:8]1[c:9]2[n:10]3[c:11]([n:12][c:13]([CH3:18])[c:14]2[nH:15][c:16]1=[O:17])[c:19](-[c:23]1[c:24]([CH3:31])[cH:25][c:26]([CH3:30])[cH:27][c:28]1[CH3:29])[c:20]([CH3:22])[n:21]3.[CH3:41][N:42]([CH3:43])[CH:44]=[O:45].[H-:1].[Na+:2].[OH2:40]>>[CH2:3]([CH3:4])[CH:5]([CH2:6][CH3:7])[n:8]1[c:9]2[n:10]3[c:11]([n:12][c:13]([CH3:18])[c:14]2[n:15]([CH2:33][c:34]2[cH:35][cH:36][cH:37][cH:38][cH:39]2)[c:16]1=[O:17])[c:19](-[c:23]1[c:24]([CH3:31])[cH:25][c:26]([CH3:30])[cH:27][c:28]1[CH3:29])[c:20]([CH3:22])[n:21]3. Starting materials: COC(C)(C)C, NC(=O)OCc1ccccc1, C=CCC1CO1, O=C(O)c1ccc([N+](=O)[O-])cc1. Yields the product C=CCC(O)CNC(=O)OCc1ccccc1. RXN SMILES: [C:30]([O:31][CH3:32])([CH3:33])([CH3:34])[CH3:35].[C:7]([NH2:8])([O:9][CH2:10][c:11]1[cH:12][cH:13][cH:14][cH:15][cH:16]1)=[O:17].[CH2:1]([CH:2]=[CH2:3])[CH:4]1[O:5][CH2:6]1.[OH:18][C:19]([c:20]1[cH:21][cH:22][c:23]([N+:24](=[O:25])[O-:26])[cH:27][cH:28]1)=[O:29]>>[CH2:1]([CH:2]=[CH2:3])[CH:4]([OH:5])[CH2:6][NH:8][C:7]([O:9][CH2:10][c:11]1[cH:12][cH:13][cH:14][cH:15][cH:16]1)=[O:17]. Reactants: O=C([O-])[O-], O=[N+]([O-])c1ccc(Cl)cc1, CS(=O)(=O)Nc1ccc(S)cc1Oc1ccc(F)cc1F, [K+], [K+], Cc1ccccc1C. Product: CS(=O)(=O)Nc1ccc(Sc2ccc([N+](=O)[O-])cc2)cc1Oc1ccc(F)cc1F. Reaction SMILES: [C:32](=[O:33])([O-:34])[O-:35].[Cl:22][c:23]1[cH:24][cH:25][c:26]([N+:29](=[O:30])[O-:31])[cH:27][cH:28]1.[F:1][c:2]1[c:3]([O:4][c:5]2[c:6]([NH:7][S:8](=[O:9])(=[O:10])[CH3:11])[cH:12][cH:13][c:14]([SH:16])[cH:15]2)[cH:17][cH:18][c:19]([F:21])[cH:20]1.[K+:36].[K+:37].[c:38]1([CH3:39])[c:40]([CH3:41])[cH:42][cH:43][cH:44][cH:45]1>>[F:1][c:2]1[c:3]([O:4][c:5]2[c:6]([NH:7][S:8](=[O:9])(=[O:10])[CH3:11])[cH:12][cH:13][c:14]([S:16][c:23]3[cH:24][cH:25][c:26]([N+:29](=[O:30])[O-:31])[cH:27][cH:28]3)[cH:15]2)[cH:17][cH:18][c:19]([F:21])[cH:20]1. The reactants are [H-].C(C(C)C)[Al+]CC(C)C (Diisobutylaluminum hydride), FC1=CC=C(C=C1)C(=C(C(=O)OCC)C)C1=CC=C(C=C1)F (ethyl 3,3-bis(4-fluorophenyl)-2-methylpropenoate). Solvent: ClCCl (dichloromethane). Reaction conditions: time 4 hour. The product is FC1=CC=C(C=C1)C(C(=CO)C)C1=CC=C(C=C1)F (3,3-bis(4-fluorophenyl)-2-methylpropenol). Isolated yield 79.7%. As a reaction SMILES: [H-].C([Al+]CC(C)C)C(C)C.[F:11][C:12]1[CH:17]=[CH:16][C:15]([C:18]([C:26]2[CH:31]=[CH:30][C:29]([F:32])=[CH:28][CH:27]=2)=[C:19]([CH3:25])[C:20](OCC)=[O:21])=[CH:14][CH:13]=1>ClCCl>[F:11][C:12]1[CH:17]=[CH:16][C:15]([CH:18]([C:26]2[CH:27]=[CH:28][C:29]([F:32])=[CH:30][CH:31]=2)[C:19]([CH3:25])=[CH:20][OH:21])=[CH:14][CH:13]=1 |f:0.1|. Procedure details: Diisobutylaluminum hydride (80 mL of 1M solution, 80 mmol) was added to a solution of ethyl 3,3-bis(4-fluorophenyl)-2-methylpropenoate (8.0 g, 26.5 mmol).in 75 mL dichloromethane at -70° C. After stirring for 4 hours the solution was quenched with 1N hydrochloride acid. The organic layer was separated, dried with magnesium sulfate and concentrated in vacuo to give 5.5 g of the title compound as a clear oil. MS(EI): m/e =260 for M+ of C16H14F2O. The reactants are O1CCC2=C1C=CC(=C2)C2(CC2)C(=O)NC2=CC=C(C(=N2)C=2C(=NC=CC2)OC)C (1-(2,3-dihydrobenzofuran-5-yl)-N-(2′-methoxy-3-methyl-2,3′-bipyridin-6-yl)cyclopropanecarboxamide), Cl (hydrochloric acid). Solvent: O1CCOCC1 (1,4-dioxane). Conditions: temperature 90 celsius. Yields the product O1CCC2=C1C=CC(=C2)C2(CC2)C(=O)NC2=NC(=C(C=C2)C)C=2C(NC=CC2)=O (1-(2,3-dihydrobenzofuran-5-yl)-N-(5-methyl-6-(2-oxo-1,2-dihydropyridin-3-yl)pyridin-2-yl)cyclopropanecarboxamide). Isolated yield 34.8%. RXN SMILES: [O:1]1[C:5]2[CH:6]=[CH:7][C:8]([C:10]3([C:13]([NH:15][C:16]4[N:21]=[C:20]([C:22]5[C:23]([O:28]C)=[N:24][CH:25]=[CH:26][CH:27]=5)[C:19]([CH3:30])=[CH:18][CH:17]=4)=[O:14])[CH2:12][CH2:11]3)=[CH:9][C:4]=2[CH2:3][CH2:2]1.Cl>O1CCOCC1>[O:1]1[C:5]2[CH:6]=[CH:7][C:8]([C:10]3([C:13]([NH:15][C:16]4[CH:17]=[CH:18][C:19]([CH3:30])=[C:20]([C:22]5[C:23](=[O:28])[NH:24][CH:25]=[CH:26][CH:27]=5)[N:21]=4)=[O:14])[CH2:12][CH2:11]3)=[CH:9][C:4]=2[CH2:3][CH2:2]1. Procedure details: To 1-(2,3-dihydrobenzofuran-5-yl)-N-(2′-methoxy-3-methyl-2,3′-bipyridin-6-yl)cyclopropanecarboxamide (87 mg, 0.2 mmol) in 1,4-dioxane (1 mL) was added 0.5 mL of an aqueous 4 M hydrochloric acid solution. The reaction mixture was heated to 90° C. for 30 minutes before being quenched with triethlyamine (0.5 mL) and evaporated to dryness. The residue was dissolved in N,N-dimethylformamide (1 mL) and purified by reverse-phase preparative liquid chromatography. The resulting trifluoroacetic acid salt... Starting materials: BrC(Br)(Br)Br, CCCCC, CC(O)c1cc(C(F)(F)F)cc2cn(COCC[Si](C)(C)C)nc12, C1CCOC1, c1ccc(P(c2ccccc2)c2ccccc2)cc1. The product is CC(Br)c1cc(C(F)(F)F)cc2cn(COCC[Si](C)(C)C)nc12. Reaction SMILES: [C:25]([Br:26])([Br:27])([Br:28])[Br:29].[CH3:54][CH2:55][CH2:56][CH2:57][CH3:58].[F:1][C:2]([c:3]1[cH:4][c:5]2[cH:6][n:7]([CH2:15][O:16][CH2:17][CH2:18][Si:19]([CH3:20])([CH3:21])[CH3:22])[n:8][c:9]2[c:10]([CH:12]([CH3:13])[OH:14])[cH:11]1)([F:23])[F:24].[O:49]1[CH2:50][CH2:51][CH2:52][CH2:53]1.[c:30]1([P:31]([c:32]2[cH:33][cH:34][cH:35][cH:36][cH:37]2)[c:38]2[cH:39][cH:40][cH:41][cH:42][cH:43]2)[cH:44][cH:45][cH:46][cH:47][cH:48]1>>[F:1][C:2]([c:3]1[cH:4][c:5]2[cH:6][n:7]([CH2:15][O:16][CH2:17][CH2:18][Si:19]([CH3:20])([CH3:21])[CH3:22])[n:8][c:9]2[c:10]([CH:12]([CH3:13])[Br:26])[cH:11]1)([F:23])[F:24].